From a dataset of the Open Reaction Database (ORD), a public repository of structured organic reaction records. describe an organic reaction: reactants, conditions, products, and yield The reactants are CCO, O=[SH]1(c2ccccc2)C=C(c2ccccc2)N=C(Cl)N1, N, O. Product: NC1=NC(c2ccccc2)=C[SH](=O)(c2ccccc2)N1. Reaction SMILES: [CH3:23][CH2:24][OH:25].[Cl:2][C:3]1=[N:8][C:7]([c:9]2[cH:10][cH:11][cH:12][cH:13][cH:14]2)=[CH:6][SH:5]([c:15]2[cH:16][cH:17][cH:18][cH:19][cH:20]2)(=[O:21])[NH:4]1.[NH3:1].[OH2:22]>>[NH2:1][C:3]1=[N:8][C:7]([c:9]2[cH:10][cH:11][cH:12][cH:13][cH:14]2)=[CH:6][SH:5]([c:15]2[cH:16][cH:17][cH:18][cH:19][cH:20]2)(=[O:21])[NH:4]1. The reactants are Cl (hydrochloric acid), OCC1=C(C=CC=C1)C(C(=O)NC)=NOC (2-(2-Hydroxymethylphenyl)-2-methoxyimino-N-methylacetamide), ClC1=NC=C(C=C1C(F)(F)F)Cl (2,5-Dichloro-3-trifluoromethylpyridine), [H-].[Na+] (sodium hydride). The solvent is C1CCOC1 (THF). Reaction conditions: time 10 minute. Yields the product ClC=1C=C(C(=NC1)OCC1=C(C=CC=C1)\C(\C(=O)NC)=N/OC)C(F)(F)F ((E)-2-[2-(5-chloro-3-trifluoromethylpyridin-2-yloxymethyl)phenyl]-2-methoxyimino-N-methylacetamide). The yield is 73.4%. RXN SMILES: [OH:1][CH2:2][C:3]1[CH:8]=[CH:7][CH:6]=[CH:5][C:4]=1[C:9](=[N:14][O:15][CH3:16])[C:10]([NH:12][CH3:13])=[O:11].[H-].[Na+].Cl[C:20]1[C:25]([C:26]([F:29])([F:28])[F:27])=[CH:24][C:23]([Cl:30])=[CH:22][N:21]=1.Cl>C1COCC1>[Cl:30][C:23]1[CH:24]=[C:25]([C:26]([F:29])([F:27])[F:28])[C:20]([O:1][CH2:2][C:3]2[CH:8]=[CH:7][CH:6]=[CH:5][C:4]=2/[C:9](=[N:14]\[O:15][CH3:16])/[C:10]([NH:12][CH3:13])=[O:11])=[N:21][CH:22]=1 |f:1.2|. Procedure details: 2-(2-Hydroxymethylphenyl)-2-methoxyimino-N-methylacetamide (300 mg) was dissolved in THF (5 ml). 40% sodium hydride (65 mg) was added, and the mixture was stirred for 10 minutes. 2,5-Dichloro-3-trifluoromethylpyridine (350 mg) was added, and the mixture was stirred at room temperature for 12 hours. The mixture was neutralized with 1N-hydrochloric acid and extracted with ethyl acetate. The resulting organic layer was dried over MgSO4, and the solvent was evaporated under reduced pressure. The res... The reactants are C(=O)O (Formic acid), O1CCCC1 (tetrahydrofuran), O (water), CON=C(C(=O)NC1[C@@H]2N(C(=C(CS2)CSC=2SC3=C(N2)C=CC=C3)C(=O)O)C1=O)C1(C)OCCO1 (7-[2-methoxyimino-3,3-ethylenedioxybutyramido]-3-(benzothiazol-2-yl)thiomethyl-3-cephem-4-carboxylic acid). The reagents and catalysts are [Zn] (Zinc). Run in CN(C=O)C (N,N-dimethylformamide). Run at time 1.5 hour. Yields the product CON=C(C(=O)NC1[C@@H]2N(C(C(CS2)=C)C(=O)O)C1=O)C1(C)OCCO1 (7-(2-methoxyimino-3,3-ethylenedioxybutyramido)-3-methylenecepham-4-carboxylic acid). Isolated yield 35.7%. RXN SMILES: C(O)=O.O1CCCC1.O.[CH3:10][O:11][N:12]=[C:13]([C:40]1([O:45][CH2:44][CH2:43][O:42]1)[CH3:41])[C:14]([NH:16][CH:17]1[C:38](=[O:39])[N:19]2[C:20]([C:35]([OH:37])=[O:36])=[C:21]([CH2:24]SC3SC4C=CC=CC=4N=3)[CH2:22][S:23][C@H:18]12)=[O:15]>CN(C)C=O.[Zn]>[CH3:10][O:11][N:12]=[C:13]([C:40]1([O:45][CH2:44][CH2:43][O:42]1)[CH3:41])[C:14]([NH:16][CH:17]1[C:38](=[O:39])[N:19]2[CH:20]([C:35]([OH:37])=[O:36])[C:21](=[CH2:24])[CH2:22][S:23][C@H:18]12)=[O:15]. Procedure: Formic acid (10 ml.), tetrahydrofuran (40 ml.) and water (10 ml.) were added to a solution of 7-[2-methoxyimino-3,3-ethylenedioxybutyramido]-3-(benzothiazol-2-yl)thiomethyl-3-cephem-4-carboxylic acid (syn isomer, 2 g.) in N,N-dimethylformamide (10 ml.). Zinc powder (1.4 g.) was added to the stirred mixture at 0° to 2° C., and stirred at the same temperature for 1.5 hours. The reaction mixture was filtered, and the residue was washed with tetrahydrofuran. The filtrate and the washings were combin... The reactants are CCCn1cc(Cc2ccc(C(=O)OC)cc2OC)c2cc(C=O)ccc21, CC(C)(C)OC(=O)C=P(c1ccccc1)(c1ccccc1)c1ccccc1. Yields the product CCCn1cc(Cc2ccc(C(=O)OC)cc2OC)c2cc(C=CC(=O)OC(C)(C)C)ccc21. As a reaction SMILES: [CH:1](=[O:2])[c:3]1[cH:4][c:5]2[c:6]([CH2:15][c:16]3[c:17]([O:26][CH3:27])[cH:18][c:19]([C:20](=[O:21])[O:22][CH3:23])[cH:24][cH:25]3)[cH:7][n:8]([CH2:12][CH2:13][CH3:14])[c:9]2[cH:10][cH:11]1.[c:28]1([P:29]([c:30]2[cH:31][cH:32][cH:33][cH:34][cH:35]2)([c:36]2[cH:37][cH:38][cH:39][cH:40][cH:41]2)=[CH:47][C:48](=[O:49])[O:50][C:51]([CH3:52])([CH3:53])[CH3:54])[cH:42][cH:43][cH:44][cH:45][cH:46]1>>[CH:1]([c:3]1[cH:4][c:5]2[c:6]([CH2:15][c:16]3[c:17]([O:26][CH3:27])[cH:18][c:19]([C:20](=[O:21])[O:22][CH3:23])[cH:24][cH:25]3)[cH:7][n:8]([CH2:12][CH2:13][CH3:14])[c:9]2[cH:10][cH:11]1)=[CH:47][C:48](=[O:49])[O:50][C:51]([CH3:52])([CH3:53])[CH3:54]. Starting materials: solution, C(C)(CC)[BH-](C(C)CC)C(C)CC.[Li+] (lithium tri-sec-butylborohydride), [OH-].[Na+] (sodium hydroxide), OO (hydrogen peroxide), C(C)(=O)O.OC[C@]12CCC(C[C@@H]1CC[C@H]1[C@@H]3CCC([C@@]3(C)CC[C@H]21)=O)=O (19-hydroxy-5α-androstane-3,17-dione acetate), C([O-])([O-])=O.[K+].[K+] (potassium carbonate). As a reaction SMILES: C([BH-](C(CC)C)C(CC)C)(CC)C.[Li+].C(O)(=O)C.[OH:19][CH2:20][C@@:21]12[C@@H:38]3[C@H:29]([C@H:30]4[C@@:34]([CH2:36][CH2:37]3)([CH3:35])[C:33](=[O:39])[CH2:32][CH2:31]4)[CH2:28][CH2:27][C@H:26]1[CH2:25][C:24](=[O:40])[CH2:23][CH2:22]2.[OH-].[Na+].OO.C(=O)([O-])[O-].[K+].[K+]>O1CCCC1>[CH3:35][C@:34]12[CH2:36][CH2:37][C@H:38]3[C@@H:29]([CH2:28][CH2:27][C@@H:26]4[C@:21]3([CH2:20][OH:19])[CH2:22][CH2:23][C@@H:24]([OH:40])[CH2:25]4)[C@@H:30]1[CH2:31][CH2:32][C@@H:33]2[OH:39] |f:0.1,2.3,4.5,7.8.9|. The product is C[C@@]12[C@H](CC[C@H]1[C@@H]1CC[C@H]3C[C@@H](CC[C@]3(CO)[C@H]1CC2)O)O (5α-androstane-3α,17β,19-triol). Run at temperature 0 celsius, time 2 hour. The solvent is O1CCCC1 (tetrahydrofuran). Procedure: A 1 M solution of lithium tri-sec-butylborohydride in tetrahydrofuran under nitrogen is cooled in a dry ice-acetone bath to -78° C. and 19-hydroxy-5α-androstane-3,17-dione acetate is slowly added. The reaction mixture is stirred for 2 hours at this temperature, warmed to 0° C. and stirring continued for an additional two hours. The reaction mixture is decomposed by the addition of 3 N sodium hydroxide solution followed by a 30% hydrogen peroxide solution. Solid potassium carbonate is added to th... Reactants: CS(=O)(=O)Cl (MsCl), CCN(C(C)C)C(C)C (DIPEA), N1=C(C=CC=C1)OCCO (2-(Pyridin-2-yloxy)-ethanol). The solvent is CCOC(=O)C (EtOAc), C(Cl)Cl (DCM). Reaction conditions: time 8 hour. The product is N1=C(C=CC=C1)OCCOS(=O)(=O)C (methanesulfonic acid 2-(pyridin-2-yloxy)-ethyl ester). Isolated yield 72.9%. Reaction SMILES: [N:1]1[CH:6]=[CH:5][CH:4]=[CH:3][C:2]=1[O:7][CH2:8][CH2:9][OH:10].[CH3:11][S:12](Cl)(=[O:14])=[O:13].CCN(C(C)C)C(C)C>C(Cl)Cl.CCOC(C)=O>[N:1]1[CH:6]=[CH:5][CH:4]=[CH:3][C:2]=1[O:7][CH2:8][CH2:9][O:10][S:12]([CH3:11])(=[O:14])=[O:13]. Procedure: 2-(Pyridin-2-yloxy)-ethanol (100 mg, 0.72 mmol) was dissolved in DCM (2 mL) and MsCl (72 μL, 0.94 mmol) and DIPEA (192 μL, 1.08 mmol) were added. The mixture was stirred at rt overnight, diluted with EtOAc, washed with water, sat. NaHCO3 and brine, dried (Na2SO4), filtered and concentrated in vacuo to afford 114 mg methanesulfonic acid 2-(pyridin-2-yloxy)-ethyl ester which was used without further purification for the next step. The reactants are CC(C)(C)OC(=O)CSc1nc2cc(-c3ccc(-c4ccccc4O)cc3)c(Cl)cc2[nH]1, O=C(O)C(F)(F)F, O. The product is O=C(O)CSc1nc2cc(-c3ccc(-c4ccccc4O)cc3)c(Cl)cc2[nH]1. Reaction SMILES: [Cl:1][c:2]1[c:3](-[c:20]2[cH:21][cH:22][c:23](-[c:26]3[c:27]([OH:32])[cH:28][cH:29][cH:30][cH:31]3)[cH:24][cH:25]2)[cH:4][c:5]2[c:6]([nH:7][c:8]([S:10][CH2:11][C:12](=[O:13])[O:14][C:15]([CH3:16])([CH3:17])[CH3:18])[n:9]2)[cH:19]1.[F:33][C:34]([F:35])([F:36])[C:37]([OH:38])=[O:39].[OH2:40]>>[Cl:1][c:2]1[c:3](-[c:20]2[cH:21][cH:22][c:23](-[c:26]3[c:27]([OH:32])[cH:28][cH:29][cH:30][cH:31]3)[cH:24][cH:25]2)[cH:4][c:5]2[c:6]([nH:7][c:8]([S:10][CH2:11][C:12](=[O:13])[OH:14])[n:9]2)[cH:19]1.